From a dataset of the Open Reaction Database (ORD), a public repository of structured organic reaction records. describe an organic reaction: reactants, conditions, products, and yield The reactants are C[Si](C)(C)C=[N+]=[N-] (trimethylsilyldiazomethane), CC=1SC(=C(N1)C)C(=O)O (2,4-dimethylthiazole-5-carboxylic acid), [Li]CCCC (BuLi), C(CCC)C1=NOC(=C1CCl)C (3-butyl-4-chloromethyl-5-methyl-isoxazole). The solvent is CO (MeOH), C(C)OCC (diethylether), C1CCOC1 (THF), C1CCOC1 (THF). Product: COC(=O)C1=C(N=C(S1)CCC=1C(=NOC1C)CCCC)C (2-[2-(3-Butyl-5-methyl-isoxazol-4-yl)-ethyl]-4-methyl-thiazole-5-carboxylic acid methyl ester). Isolated yield 58.5%. As a reaction SMILES: [CH3:1][C:2]1[S:3][C:4]([C:8]([OH:10])=[O:9])=[C:5]([CH3:7])[N:6]=1.[Li][CH2:12]CCC.[CH2:16]([C:20]1[C:24]([CH2:25]Cl)=[C:23]([CH3:27])[O:22][N:21]=1)[CH2:17][CH2:18][CH3:19].C[Si](C=[N+]=[N-])(C)C>C1COCC1.CO.C(OCC)C>[CH3:12][O:9][C:8]([C:4]1[S:3][C:2]([CH2:1][CH2:25][C:24]2[C:20]([CH2:16][CH2:17][CH2:18][CH3:19])=[N:21][O:22][C:23]=2[CH3:27])=[N:6][C:5]=1[CH3:7])=[O:10]. Procedure: To a stirred solution of 2,4-dimethylthiazole-5-carboxylic acid (1.26 g, 8.0 mmol) in THF (60 mL) at −78° C. and under argon was added BuLi (1.6M in hexanes, 10 mL, 16.0 mmol) dropwise. After 2 h at −75° C. a solution of 3-butyl-4-chloromethyl-5-methyl-isoxazole (1.5 g, 8.0 mmol) in THF (10 mL) was added dropwise. After 3.5 h the reaction mixture was quenched with citric acid solution (5%, 30 mL) then warmed to room temperature and extracted with ethyl acetate. The combined extracts were dried, ... Starting materials: FC1=C(OC2=NC=C(C#N)C=C2)C=CC(=C1F)C=O (6-(2,3-difluoro-4-formyl-phenoxy)-nicotinonitrile), C(=O)([O-])[O-].[K+].[K+] (K2CO3), CS(=O)C (DMSO). Solvent: O (water). Conditions: time 1 hour. Yields the product FC1=C(OC2=NC=C(C(=O)N)C=C2)C=CC(=C1F)C=O (6-(2,3-difluoro-4-formyl-phenoxy)-nicotinamide). The yield is 148.1%. As a reaction SMILES: [F:1][C:2]1[C:16]([F:17])=[C:15]([CH:18]=[O:19])[CH:14]=[CH:13][C:3]=1[O:4][C:5]1[CH:12]=[CH:11][C:8]([C:9]#[N:10])=[CH:7][N:6]=1.C([O-])([O-])=[O:21].[K+].[K+].CS(C)=O>O>[F:1][C:2]1[C:16]([F:17])=[C:15]([CH:18]=[O:19])[CH:14]=[CH:13][C:3]=1[O:4][C:5]1[CH:12]=[CH:11][C:8]([C:9]([NH2:10])=[O:21])=[CH:7][N:6]=1 |f:1.2.3|. Reported procedure: Add 30% aq. B202 (7.95 ml) to a suspension of 6-(2,3-difluoro-4-formyl-phenoxy)-nicotinonitrile (2.07 g, 7.95 mmol), K2CO3 (550 mg, 3.98 mmol) and DMSO (20 ml) stirring in an ice/water bath. After one hour, pour the reaction mixture into water and extract with EtOAc. Wash the extract with water and brine before drying (MgSO4) and concentrating to give 6-(2,3-difluoro-4-formyl-phenoxy)-nicotinamide (1.64 g) as a white solid. 1HNMR (DMSO-d6): 10.14 (s, 1H), 8.58 (s, 1H), 8.33 (d, 1H), 8.07 (s, 1H)... The reactants are C(C)(=O)SCC(C(=O)NC=1C=NC=C(C(=O)OC)C1)C (methyl 5-(2-acetylthiomethyl-propionamido)-nicotinate), [OH-].[Na+] (sodium hydroxide), C(C)(=O)SCC(C(=O)NC1=C(C(=O)OC)C=CC=N1)C (methyl 2-(2-acetylthiomethyl-propionamido)-nicotinate), C([O-])([O-])=O.[K+].[K+] (potassium carbonate). Reaction conditions: time 6 hour. Product: SCC(C(=O)NC=1C=NC=C(C(=O)O)C1)C (5-(2-mercaptomethyl-propionamido)-nicotinic acid). RXN SMILES: C([S:4][CH2:5][CH:6]([CH3:20])[C:7]([NH:9][C:10]1[CH:11]=[N:12][CH:13]=[C:14]([CH:19]=1)[C:15]([O:17]C)=[O:16])=[O:8])(=O)C.C(SCC(C)C(NC1N=CC=CC=1C(OC)=O)=O)(=O)C.C(=O)([O-])[O-].[K+].[K+].[OH-].[Na+]>>[SH:4][CH2:5][CH:6]([CH3:20])[C:7]([NH:9][C:10]1[CH:11]=[N:12][CH:13]=[C:14]([CH:19]=1)[C:15]([OH:17])=[O:16])=[O:8] |f:2.3.4,5.6|. Procedure: Following the procedure of Example 3, but substituting an equivalent amount of methyl 5-(2-acetylthiomethyl-propionamido)-nicotinate, obtained as disclosed in Example 12, for methyl 2-(2-acetylthiomethyl-propionamido)-nicotinate and substituting an equivalent amount of potassium carbonate for sodium hydroxide and maintaining the reaction mixture under stirring for six hours at room temperature, 5-(2-mercaptomethyl-propionamido)-nicotinic acid is obtained after purification on a silica gel column... Reactants: BrCC(=O)OC (methyl bromoacetate), N1CCC2=CC=CC=C12 (indoline), CN(C=O)C (dimethylformamide), C([O-])([O-])=O.[K+].[K+] (potassium carbonate). Solvent: O (water). Conditions: time 1 hour. Yields the product N1(CCC2=CC=CC=C12)CC(=O)OC (Methyl indolin-1-ylacetate). Reaction SMILES: Br[CH2:2][C:3]([O:5][CH3:6])=[O:4].[NH:7]1[C:15]2[C:10](=[CH:11][CH:12]=[CH:13][CH:14]=2)[CH2:9][CH2:8]1.CN(C)C=O.C(=O)([O-])[O-].[K+].[K+]>O>[N:7]1([CH2:2][C:3]([O:5][CH3:6])=[O:4])[C:15]2[C:10](=[CH:11][CH:12]=[CH:13][CH:14]=2)[CH2:9][CH2:8]1 |f:3.4.5|. Procedure details: 0.40 ml of methyl bromoacetate was added dropwise to a mixture of 0.25 g of indoline, 2 ml of dimethylformamide and 0.87 g of anhydrous potassium carbonate, and the resulting mixture was stirred at room temperature for 1 hour. At the end of this time, the reaction mixture was poured into water, after which it was extracted with ethyl acetate. The extract was washed with an aqueous solution of sodium chloride and dried over anhydrous sodium sulfate. The solvent was removed by distillation under r... The reactants are C(C)OC(=O)C=1N=C(SC1)N1CC(C1)OS(=O)(=O)C (1-(4-ethoxycarbonyl-1,3-thiazol-2-yl)-3-methanesulfonyloxyazetidine), C(C)(=S)[O-].[K+] (potassium thioacetate). The solvent is CN(C=O)C (dimethylformamide). Run at temperature 80 celsius, time 6 hour. Product: C(C)(=O)SC1CN(C1)C=1SC=C(N1)C(=O)OCC (3-acetylthio-1-(4-ethoxycarbonyl-1,3-thiazol-2-yl)azetidine). The yield is 71.3%. As a reaction SMILES: [CH2:1]([O:3][C:4]([C:6]1[N:7]=[C:8]([N:11]2[CH2:14][CH:13](OS(C)(=O)=O)[CH2:12]2)[S:9][CH:10]=1)=[O:5])[CH3:2].[C:20]([O-:23])(=[S:22])[CH3:21].[K+]>CN(C)C=O>[C:20]([S:22][CH:13]1[CH2:12][N:11]([C:8]2[S:9][CH:10]=[C:6]([C:4]([O:3][CH2:1][CH3:2])=[O:5])[N:7]=2)[CH2:14]1)(=[O:23])[CH3:21] |f:1.2|. Procedure: To a solution of 1-(4-ethoxycarbonyl-1,3-thiazol-2-yl)-3-methanesulfonyloxyazetidine (742 mg, 2.42 mmol) (obtained as described in Reference Example 1(3)) in dimethylformamide (37 ml) was added potassium thioacetate (1.11 g, 9.72 mmol) at room temperature. The mixture was stirred in an oil bath (80° C.) for 6 hours. After checking the completion of the reaction, the reaction mixture was partitioned between ethyl acetate and saturated aqueous sodium hydrogencarbonate solution. The organic layer w... Reactants: FC1=C(CCl)C=CC=C1 (2-fluorobenzyl chloride), [Cl-].[NH4+] (ammonium chloride), [Mg] (magnesium), CN(C1(CCC2(OCCO2)CC1)C#N)C (8-dimethylamino-1,4-dioxaspiro[4.5]decane-8-carbonitrile). Run in C(C)OCC (diethyl ether), C(C)OCC (diethyl ether), C(C)OCC (diethyl ether). Conditions: time 1 hour. Product: FC1=C(CC2(CCC3(OCCO3)CC2)N(C)C)C=CC=C1 ([8-(2-fluorobenzyl)-1,4-dioxaspiro[4.5]dec-8-yl]dimethylamine). As a reaction SMILES: [Mg].[F:2][C:3]1[CH:10]=[CH:9][CH:8]=[CH:7][C:4]=1[CH2:5]Cl.[CH3:11][N:12]([CH3:25])[C:13]1(C#N)[CH2:22][CH2:21][C:16]2([O:20][CH2:19][CH2:18][O:17]2)[CH2:15][CH2:14]1.[Cl-].[NH4+]>C(OCC)C>[F:2][C:3]1[CH:10]=[CH:9][CH:8]=[CH:7][C:4]=1[CH2:5][C:13]1([N:12]([CH3:25])[CH3:11])[CH2:22][CH2:21][C:16]2([O:20][CH2:19][CH2:18][O:17]2)[CH2:15][CH2:14]1 |f:3.4|. Procedure: 1.16 g magnesium were stirred into 20 ml analytical grade diethyl ether under a nitrogen atmosphere and approximately one third of the solution of 6.19 g 2-fluorobenzyl chloride in 25 ml analytical grade diethyl ether was added. The remainder of the solution was rapidly added dropwise after the Grignard formation had started, and when the addition had ended the mixture was subsequently stirred for one hour, a solution of 5.00 g 8-dimethylamino-1,4-dioxaspiro[4.5]decane-8-carbonitrile in 25 ml an... Starting materials: N1C(=CC=C1)C(=O)OC (Methyl 1H-pyrrole-2-carboxylate), [Al+3].[Cl-].[Cl-].[Cl-] (AlCl3), COC(Cl)Cl (α,α-dichloromethyl methyl ether). Run in C(Cl)Cl.C[N+](=O)[O-] (CH2Cl2 CH3NO2). Run at time 16 hour. Yields the product C(=O)C=1C=C(NC1)C(=O)OC (Methyl 4-formyl-1H-pyrrole-2-carboxylate). Isolated yield 61.7%. RXN SMILES: [NH:1]1[CH:5]=[CH:4][CH:3]=[C:2]1[C:6]([O:8][CH3:9])=[O:7].[Al+3].[Cl-].[Cl-].[Cl-].[CH3:14][O:15]C(Cl)Cl>C(Cl)Cl.C[N+]([O-])=O>[CH:14]([C:4]1[CH:3]=[C:2]([C:6]([O:8][CH3:9])=[O:7])[NH:1][CH:5]=1)=[O:15] |f:1.2.3.4,6.7|. Procedure details: To a solution of 2 (4.50 g, 36.0 mmol) in CH2Cl2:CH3NO2 (1:1, 40 mL) at −40° C., was added AlCl3 (12.48 g, 93.6 mmol) followed by α,α-dichloromethyl methyl ether (4.15 mL, 46.8 mmol). The resulting mixture was allowed to warm to room temperature and stirred for 16 hours. The reaction mixture was slowly poured onto ice (10.00 g) and allowed to warm to room temperature. The aqueous phase was extracted with CH2Cl2 (3×50 mL). The combined organic layer was dried over anhydrous MgSO4, filtered and co...